Dataset: the Open Reaction Database (ORD), a public repository of structured organic reaction records. Task: describe an organic reaction: reactants, conditions, products, and yield The reactants are BrC=1C=C(C=NC1)C1=NC(=CC(=C1)C1=CC=C(C=C1)C(F)(F)F)C (5′-bromo-6-methyl-4-(4-trifluoromethylphenyl)-[2,3′]bipyridinyl), NC1=NC=C(C=C1)B1OC(C(O1)(C)C)(C)C (2-amino-5-(4,4,5,5-tetramethyl-1,3,2-dioxaborolan-2-yl)pyridine). Product: CC1=CC(=CC(=N1)C=1C=NC=C(C1)C=1C=NC(=CC1)N)C1=CC=C(C=C1)C(F)(F)F (6-Methyl-4-(4-trifluoromethyl-phenyl)-[2,3′;5′,3″]terpyridin-6″-ylamine), solid. Isolated yield 54.0%. As a reaction SMILES: Br[C:2]1[CH:3]=[C:4]([C:8]2[CH:13]=[C:12]([C:14]3[CH:19]=[CH:18][C:17]([C:20]([F:23])([F:22])[F:21])=[CH:16][CH:15]=3)[CH:11]=[C:10]([CH3:24])[N:9]=2)[CH:5]=[N:6][CH:7]=1.[NH2:25][C:26]1[CH:31]=[CH:30][C:29](B2OC(C)(C)C(C)(C)O2)=[CH:28][N:27]=1>>[CH3:24][C:10]1[N:9]=[C:8]([C:4]2[CH:5]=[N:6][CH:7]=[C:2]([C:29]3[CH:28]=[N:27][C:26]([NH2:25])=[CH:31][CH:30]=3)[CH:3]=2)[CH:13]=[C:12]([C:14]2[CH:19]=[CH:18][C:17]([C:20]([F:23])([F:22])[F:21])=[CH:16][CH:15]=2)[CH:11]=1. Procedure: The title compound was prepared from 5′-bromo-6-methyl-4-(4-trifluoromethylphenyl)-[2,3′]bipyridinyl (example E.24) (0.15 g, 0.38 mmol) and commercially available 2-amino-5-(4,4,5,5-tetramethyl-1,3,2-dioxaborolan-2-yl)pyridine (0.092 g, 0.42 mmol) according to the general procedure VI. Obtained as a white solid (0.085 g, 54%). MS (ISP) 407.2 [(M+H)+]; mp 161-177° C. The reactants are CC1(C(NC(N1)=O)=O)C (5,5-dimethylhydantoin), BrCC1=CC=C(C#N)C=C1 (4-(bromomethyl)-benzonitrile), [K].CC(C)([O-])C (potassium tert.-butoxide). Product: C(#N)C1=CC=C(C=C1)CN1C(NC(C1=O)(C)C)=O (3-[(4-Cyanophenyl)methyl]-4,5-dihydro-5,5-dimethyl-1H-imidazol-2,4(3H)-dione). Isolated yield 98.0%. Reaction SMILES: [CH3:1][C:2]1([CH3:9])[NH:6][C:5](=[O:7])[NH:4][C:3]1=[O:8].Br[CH2:11][C:12]1[CH:19]=[CH:18][C:15]([C:16]#[N:17])=[CH:14][CH:13]=1.[K].CC(C)([O-])C>>[C:16]([C:15]1[CH:18]=[CH:19][C:12]([CH2:11][N:4]2[C:3](=[O:8])[C:2]([CH3:9])([CH3:1])[NH:6][C:5]2=[O:7])=[CH:13][CH:14]=1)#[N:17] |f:2.3,^1:19|. Procedure: Prepared analogously to Example 92a) from 5,5-dimethylhydantoin and 4-(bromomethyl)-benzonitrile in the presence of potassium-tert.-butoxide in a yield of 98% of theory. Reactants: C12CNCC(NC1=O)CC2 (3,6-diazabicyclo[3.2.2]nonan-7-one), ClC1=NC=C(C=N1)B(O)O ((2-chloropyrimidin-5-yl)boronic acid). Product: O=C1NC2CN(CC1CC2)C2=NC=C(C=N2)B(O)O ([2-(7-oxo-3,6-diazabicyclo[3.2.2]nonan-3-yl)pyrimidin-5-yl]boronic acid). As a reaction SMILES: [CH:1]12[CH2:10][CH2:9][CH:5]([NH:6][C:7]1=[O:8])[CH2:4][NH:3][CH2:2]2.Cl[C:12]1[N:17]=[CH:16][C:15]([B:18]([OH:20])[OH:19])=[CH:14][N:13]=1>>[O:8]=[C:7]1[CH:1]2[CH2:10][CH2:9][CH:5]([CH2:4][N:3]([C:12]3[N:17]=[CH:16][C:15]([B:18]([OH:20])[OH:19])=[CH:14][N:13]=3)[CH2:2]2)[NH:6]1. Procedure: The title compound was prepared from 3,6-diazabicyclo[3.2.2]nonan-7-one and (2-chloropyrimidin-5-yl)boronic acid in accordance with General Method C.